This data is from the Open Reaction Database (ORD), a public repository of structured organic reaction records. The task is: describe an organic reaction: reactants, conditions, products, and yield Reactants: Cl (hydrochloric acid), [Li]CCCC (n-BuLi), BrC=1C=C(C(=NC1)N1CCN(CC1)C(=O)OC(C)(C)C)C (tert-butyl 4-(5-bromo-3-methylpyridin-2-yl)piperazine-1-carboxylate), C(CCC)[Li] (n-butyl lithium), C(=O)=O (dry ice). The solvent is O (water), C1CCOC1 (THF), C1CCOC1 (THF). Run at time 1 hour. Yields the product C(C)(C)(C)OC(=O)N1CCN(CC1)C1=NC=C(C(=O)O)C=C1C (6-[4-(tert-butoxycarbonyl)piperazine-1-yl]-5-methylnicotinic acid). RXN SMILES: Br[C:2]1[CH:3]=[C:4]([CH3:21])[C:5]([N:8]2[CH2:13][CH2:12][N:11]([C:14]([O:16][C:17]([CH3:20])([CH3:19])[CH3:18])=[O:15])[CH2:10][CH2:9]2)=[N:6][CH:7]=1.C([Li])CCC.[C:27](=[O:29])=[O:28].Cl>C1COCC1.O>[C:17]([O:16][C:14]([N:11]1[CH2:12][CH2:13][N:8]([C:5]2[C:4]([CH3:21])=[CH:3][C:2]([C:27]([OH:29])=[O:28])=[CH:7][N:6]=2)[CH2:9][CH2:10]1)=[O:15])([CH3:20])([CH3:19])[CH3:18]. Reported procedure: Under an argon atmosphere, a solution of tert-butyl 4-(5-bromo-3-methylpyridin-2-yl)piperazine-1-carboxylate (400 mg) in THF (8 ml) was cooled to −78° C., and 1.63 M n-butyl lithium (0.9 ml) was added dropwise thereto, followed by stirring at the same temperature for 1 hour. Crushed dry ice was put into another flask, and THF (30 ml) was poured thereinto. The mixture to which n-BuLi had been added dropwise immediately before was added thereto, followed by stirring as it was for 1 hour. To the re... Starting materials: CCOc1cc(NC(=O)OC(C)(C)C)c(NC(=O)CC(=O)c2cccc(-c3cc(C)ncc3C)c2)cc1C(F)(F)F, ClCCl, O=C(O)C(F)(F)F. The product is CCOc1cc2c(cc1C(F)(F)F)NC(=O)CC(c1cccc(-c3cc(C)ncc3C)c1)=N2. Reaction SMILES: [C:1]([O:2][C:3](=[O:4])[NH:7][c:8]1[c:9]([NH:21][C:22]([CH2:23][C:24](=[O:5])[c:26]2[cH:27][c:28](-[c:32]3[cH:33][c:34]([CH3:39])[n:35][cH:36][c:37]3[CH3:38])[cH:29][cH:30][cH:31]2)=[O:40])[cH:10][c:11]([C:17]([F:18])([F:19])[F:20])[c:12]([O:14][CH2:15][CH3:16])[cH:13]1)([CH3:6])([CH3:25])[CH3:41].[Cl:49][CH2:50][Cl:51].[F:42][C:43]([F:44])([F:45])[C:46]([OH:47])=[O:48]>>[N:7]1=[C:24]([c:26]2[cH:27][c:28](-[c:32]3[cH:33][c:34]([CH3:39])[n:35][cH:36][c:37]3[CH3:38])[cH:29][cH:30][cH:31]2)[CH2:23][C:22](=[O:40])[NH:21][c:9]2[c:8]1[cH:13][c:12]([O:14][CH2:15][CH3:16])[c:11]([C:17]([F:18])([F:19])[F:20])[cH:10]2. Starting materials: COC(CCCSCC=C)=O (methyl-4-(allylthio)butyrate), C(C(C)C)O (isobutanol), C1(=CC=C(C=C1)S(=O)(=O)O)C (para-toluene sulfonic acid). Yields the product C(C(C)C)OC(CCCSCC=C)=O (Isobutyl-4-(Allylthio)Butyrate). As a reaction SMILES: [CH3:1][O:2][C:3](=[O:11])[CH2:4][CH2:5][CH2:6][S:7][CH2:8][CH:9]=[CH2:10].[CH2:12](O)[CH:13](C)[CH3:14].C1(C)C=CC(S(O)(=O)=O)=CC=1>>[CH2:1]([O:2][C:3](=[O:11])[CH2:4][CH2:5][CH2:6][S:7][CH2:8][CH:9]=[CH2:10])[CH:13]([CH3:14])[CH3:12]. Reported procedure: Into a 25 cc micro flask equipped with spin bar, hot plate (having built in magnetic stirrer), thermometer and reflux condenser are placed 5 grams (0.2874 moles) methyl-4-(allylthio)butyrate; 8.5 grams (0.1149 moles) of isobutanol and 0.05 grams of para-toluene sulfonic acid. The reaction mass is heated to reflux and maintained at reflux for a period of 14.33 hours. At the end of the refluxing period, the reaction mass is cooled to room temperature and charged to a distillation flask and distill... Reactants: C(C1=CC=CC=C1)(=O)C1=C(C=C2C(=C1)OCO2)C(C(=O)OC)C (methyl 2-(2-benzoyl-4,5-methylenedioxyphenyl)propionate), O.NN (hydrazine hydrate). Run in COCCO (2-methoxyethanol). Yields the product CC1C(NN=C(C2=C1C=C1C(=C2)OCO1)C1=CC=CC=C1)=O (5-Methyl-7,8-methylenedioxy-1-phenyl-3,5-dihydro-2,3-benzodiazepin-4(4H)-one). Isolated yield 18.0%. As a reaction SMILES: [C:1]([C:9]1[CH:14]=[C:13]2[O:15][CH2:16][O:17][C:12]2=[CH:11][C:10]=1[CH:18]([CH3:23])[C:19](OC)=[O:20])(=O)[C:2]1[CH:7]=[CH:6][CH:5]=[CH:4][CH:3]=1.O.[NH2:25][NH2:26]>COCCO>[CH3:23][CH:18]1[C:10]2[CH:11]=[C:12]3[O:17][CH2:16][O:15][C:13]3=[CH:14][C:9]=2[C:1]([C:2]2[CH:7]=[CH:6][CH:5]=[CH:4][CH:3]=2)=[N:26][NH:25][C:19]1=[O:20] |f:1.2|. Procedure details: A mixture of methyl 2-(2-benzoyl-4,5-methylenedioxyphenyl)propionate, hydrazine hydrate (0.45 mL), and 2-methoxyethanol (6 mL) was heated to reflux for 20 h. The solvent was then removed in vacuo and the residue was purified by a flash chromatography (EtOAc:Hex=1:1.5) to yield the product as a white solid (62 mg, 18%), mp, 206°-209° C. 1H NMR (CDCl3) 8.45 (s, 1H), 7.62 (m, 2H), 7.45 (m, 3H), 6.88 (s, 1H), 6.63 (s, 1H), 6.05 (s, 1H), 6.00 (s, 1H), 3.29 (q,J=6.7, 1H), 1.62 (d,J=6.7, 3H). Starting materials: C(=O)(OCC1=CC=CC=C1)NCC(CCC(=O)OCCCCCC(=O)OCC1=CC=CC=C1)=O (5-(benzyloxycarbonyl)pentyl 5-(Cbz-amino)-4-oxopentanoate), Cl (HCl), [H][H] (hydrogen). The reagents and catalysts are [Pd] (Pd/C). The solvent is CC(C)O (2-propanol). Product: Cl.NCC(CCC(=O)OCCCCCC(=O)O)=O (5-carboxypentyl 5-amino-4-oxopentanoate hydrochloride). Yield: 73.9%. As a reaction SMILES: C([NH:11][CH2:12][C:13](=[O:34])[CH2:14][CH2:15][C:16]([O:18][CH2:19][CH2:20][CH2:21][CH2:22][CH2:23][C:24]([O:26]CC1C=CC=CC=1)=[O:25])=[O:17])(OCC1C=CC=CC=1)=O.[ClH:35].[H][H]>[Pd].CC(O)C>[ClH:35].[NH2:11][CH2:12][C:13](=[O:34])[CH2:14][CH2:15][C:16]([O:18][CH2:19][CH2:20][CH2:21][CH2:22][CH2:23][C:24]([OH:26])=[O:25])=[O:17] |f:5.6|. Procedure details: This compound was prepared from the product of 9b (0.45 g; 0.96 mmol), 12 M HCl (0.08 mL; 0.96 mmol), 10% Pd/C (100 mg), hydrogen gas, and 2-propanol (25 mL) using the procedure in Example 8d. 0.20 g (77%) product was obtained (white solid). The reactants are ice water, [N+](=O)([O-])C=1C=CC(=NC1)NC=1SC(=CN1)SC#N (N-(5-nitropyridin-2-yl)-5-thiocyanatothiazol-2-amine), SC[C@@H](O)[C@H](O)CS (dithiothreitol), ClC1=C(C(=NC=C1)C(=O)OC)F (methyl 4-chloro-3-fluoropicolinate), [O-]P(=O)([O-])[O-].[K+].[K+].[K+] (K3PO4). Solvent: CO (MeOH), CN(C)C=O (DMF), O (water). Reaction conditions: time 5 minute. Yields the product FC=1C(=NC=CC1SC1=CN=C(S1)NC1=NC=C(C=C1)[N+](=O)[O-])C(=O)OC (methyl 3-fluoro-4-(2-(5-nitropyridin-2-ylamino)thiazol-5-ylthio)picolinate). Reaction SMILES: [N+:1]([C:4]1[CH:5]=[CH:6][C:7]([NH:10][C:11]2[S:12][C:13]([S:16][C:17]#N)=[CH:14][N:15]=2)=[N:8][CH:9]=1)([O-:3])=[O:2].SC[C@H]([C@@H](CS)O)O.ClC1[CH:33]=[CH:32][N:31]=[C:30]([C:34]([O:36][CH3:37])=[O:35])[C:29]=1[F:38].[O-]P([O-])([O-])=O.[K+].[K+].[K+]>CO.O.CN(C=O)C>[F:38][C:29]1[C:30]([C:34]([O:36][CH3:37])=[O:35])=[N:31][CH:32]=[CH:33][C:17]=1[S:16][C:13]1[S:12][C:11]([NH:10][C:7]2[CH:6]=[CH:5][C:4]([N+:1]([O-:3])=[O:2])=[CH:9][N:8]=2)=[N:15][CH:14]=1 |f:3.4.5.6|. Procedure: To a stirring suspension of N-(5-nitropyridin-2-yl)-5-thiocyanatothiazol-2-amine (2.00 g, 7.16 mmol) in MeOH (72 mL) was added dithiothreitol (2.22 g, 14.39 mmol). After 5 minutes, methyl 4-chloro-3-fluoropicolinate (1.51 g, 7.97 mmol), K3PO4 (1.98 g, 9.33 mmol) and DMF (72 mL) were sequentially added. After 2 hours, the reaction was poured into an ice/water (˜1.4 L) mixture with stirring for 90 minutes, diluted to ˜3.5 L with water, allowed to sit overnight. The solid was collected by filtratio... The reactants are Cn1c(=O)[nH]c(=O)c2[nH]c(Br)nc21, BrCc1ccccc1, O=C([O-])[O-], CN(C)C=O, [K+], [K+], O. Yields the product Cn1c(=O)[nH]c(=O)c2c1nc(Br)n2Cc1ccccc1. RXN SMILES: [Br:1][c:2]1[n:3][c:4]2[n:5]([CH3:13])[c:6](=[O:12])[nH:7][c:8](=[O:11])[c:9]2[nH:10]1.[Br:20][CH2:21][c:22]1[cH:23][cH:24][cH:25][cH:26][cH:27]1.[C:14](=[O:15])([O-:16])[O-:17].[CH3:29][N:30]([CH3:31])[CH:32]=[O:33].[K+:18].[K+:19].[OH2:28]>>[Br:1][c:2]1[n:3][c:4]2[n:5]([CH3:13])[c:6](=[O:12])[nH:7][c:8](=[O:11])[c:9]2[n:10]1[CH2:21][c:22]1[cH:23][cH:24][cH:25][cH:26][cH:27]1. Starting materials: C(C#C)[C@H]1N(C2=C(NC1=O)N=CC=C2)S(=O)(=O)C2=CC=C(C)C=C2 ((R)-2-(prop-2-ynyl)-1-tosyl-1,2-dihydropyrido[2,3-b]pyrazin-3(4H)-one), N(=[N+]=[N-])[C@H]1C=2C=CC(=CC2CCC1)CN1CCCCC1 ((R)-1-((5-azido-5,6,7,8-tetrahydronaphthalen-2-yl)methyl)piperidine), (+)-sodium 1-ascorbate. Reagents/catalysts: O.O.O.O.O.S(=O)(=O)([O-])[O-].[Cu+2] (copper(2+) sulfate, pentahydrate). Run in O1CCOCC1 (dioxane), CC(C)(C)O (t-BuOH), O (water), CCOC(=O)C (EtOAc). Run at time 8 hour. Product: N1(CCCCC1)CC=1C=C2CCC[C@H](C2=CC1)N1N=NC(=C1)C[C@H]1N(C2=C(NC1=O)N=CC=C2)S(=O)(=O)C2=CC=C(C)C=C2 ((R)-2-((1-((R)-6-(piperidin-1-ylmethyl)-1,2,3,4-tetrahydro-naphthalen-1-yl)-1H-1,2,3-triazol-4-yl)methyl)-1-tosyl-1,2-dihydropyrido[2,3-b]pyrazin-3(4H)-one). Reaction SMILES: [CH2:1]([C@@H:4]1[C:9](=[O:10])[NH:8][C:7]2[N:11]=[CH:12][CH:13]=[CH:14][C:6]=2[N:5]1[S:15]([C:18]1[CH:24]=[CH:23][C:21]([CH3:22])=[CH:20][CH:19]=1)(=[O:17])=[O:16])[C:2]#[CH:3].[N:25]([C@@H:28]1[CH2:37][CH2:36][CH2:35][C:34]2[CH:33]=[C:32]([CH2:38][N:39]3[CH2:44][CH2:43][CH2:42][CH2:41][CH2:40]3)[CH:31]=[CH:30][C:29]1=2)=[N+:26]=[N-:27]>O1CCOCC1.CC(O)(C)C.O.CCOC(C)=O.O.O.O.O.O.S([O-])([O-])(=O)=O.[Cu+2]>[N:39]1([CH2:38][C:32]2[CH:33]=[C:34]3[C:29](=[CH:30][CH:31]=2)[C@H:28]([N:25]2[CH:3]=[C:2]([CH2:1][C@@H:4]4[C:9](=[O:10])[NH:8][C:7]5[N:11]=[CH:12][CH:13]=[CH:14][C:6]=5[N:5]4[S:15]([C:18]4[CH:19]=[CH:20][C:21]([CH3:22])=[CH:23][CH:24]=4)(=[O:16])=[O:17])[N:27]=[N:26]2)[CH2:37][CH2:36][CH2:35]3)[CH2:44][CH2:43][CH2:42][CH2:41][CH2:40]1 |f:6.7.8.9.10.11.12|. Reported procedure: To a solution of (R)-2-(prop-2-ynyl)-1-tosyl-1,2-dihydropyrido[2,3-b]pyrazin-3(4H)-one (210 mg, 0.615 mmol) and (R)-1-((5-azido-5,6,7,8-tetrahydronaphthalen-2-yl)methyl)piperidine (183 mg, 0.677 mmol) in dioxane (3 mL) and t-BuOH (4 mL) was added a solution of copper(2+) sulfate, pentahydrate (43.0 μl, 0.615 mmol) in water (1 mL), followed by a solution of (+)-sodium 1-ascorbate (122 mg, 615 μmol). The resulting solution was stirred at room temperature overnight. The reaction was diluted with Et...